From a dataset of the Open Reaction Database (ORD), a public repository of structured organic reaction records. describe an organic reaction: reactants, conditions, products, and yield Reactants: C(C1=CC=CC=C1)=O (Benzaldehyde), C(C)OC(CN)OCC (aminoacetaldehyde diethyl acetal), C(C)(=O)O (acetic acid), C(#N)[BH3-].[Na+] (sodium cyanoborohydride). The solvent is CO (MeOH). Conditions: time 1 hour. The product is C(C1=CC=CC=C1)NCC(OCC)OCC (Benzyl-(2,2-diethoxy-ethyl)-amine). Reaction SMILES: [CH:1](=O)[C:2]1[CH:7]=[CH:6][CH:5]=[CH:4][CH:3]=1.[CH2:9]([O:11][CH:12]([O:15][CH2:16][CH3:17])[CH2:13][NH2:14])[CH3:10].C(O)(=O)C.C([BH3-])#N.[Na+]>CO>[CH2:1]([NH:14][CH2:13][CH:12]([O:15][CH2:16][CH3:17])[O:11][CH2:9][CH3:10])[C:2]1[CH:7]=[CH:6][CH:5]=[CH:4][CH:3]=1 |f:3.4|. Procedure: To a solution of Benzaldehyde (1.27 g, 12 mmol) in MeOH (50 mL) was added aminoacetaldehyde diethyl acetal (1.75 mL, 12 mmol) and acetic acid (1.03 mL, 18 mmol). The reaction mixture was stirred at room temperature for 1 h. The reaction mixture was added to a stirred solution of sodium cyanoborohydride (816 mg, 13 mmol). The reaction mixture was stirred at room temperature for 12 h. The reaction mixture was concentrated under reduced pressure. Then H2O and ethyl acetate were added to the reactio... The reactants are NC=1C(=CC2=C(N(C(CO2)=O)CC2=NC=CC=C2)C1)F (6-amino-7-fluoro-4-(pyridin-2-ylmethyl)-2H-1,4-benzoxazin-3(4H)-one), C1(C2=C(C(=O)O1)CCCC2)=O (3,4,5,6-tetrahydrophthalic anhydride). The solvent is C(C)(=O)O (acetic acid). The product is FC1=CC2=C(N(C(CO2)=O)CC2=NC=CC=C2)C=C1N1C(C=2CCCCC2C1=O)=O (7-fluoro-4-(pyridin-2-ylmethyl)-6-(4,5,6,7-tetrahydro-2H-isoindole-1,3-dion-2-yl)-2H-1,4-benzoxazin-3(4H)-one). Isolated yield 80.5%. Reaction SMILES: [NH2:1][C:2]1[C:3]([F:20])=[CH:4][C:5]2[O:10][CH2:9][C:8](=[O:11])[N:7]([CH2:12][C:13]3[CH:18]=[CH:17][CH:16]=[CH:15][N:14]=3)[C:6]=2[CH:19]=1.[C:21]1(=O)[O:26][C:24](=[O:25])[C:23]2[CH2:27][CH2:28][CH2:29][CH2:30][C:22]1=2>C(O)(=O)C>[F:20][C:3]1[C:2]([N:1]2[C:24](=[O:25])[C:23]3[CH2:27][CH2:28][CH2:29][CH2:30][C:22]=3[C:21]2=[O:26])=[CH:19][C:6]2[N:7]([CH2:12][C:13]3[CH:18]=[CH:17][CH:16]=[CH:15][N:14]=3)[C:8](=[O:11])[CH2:9][O:10][C:5]=2[CH:4]=1. Reported procedure: A mixture of 6-amino-7-fluoro-4-(pyridin-2-ylmethyl)-2H-1,4-benzoxazin-3(4H)-one (2 g), 3,4,5,6-tetrahydrophthalic anhydride (1.2 g) and acetic acid (50 ml) was heated under reflux for 1 hour. The acetic acid was distilled off under a reduced pressure, and the residue was dissolved in toluene (100 ml), washed in a saturated aqueous solution of sodium bicarbonate and then in water, and dried over anhydrous sodium sulfate. The toluene was distilled off under a reduced pressure, and the resultant r... The reactants are [Al+3], CC(=O)N1CCOC(CN2c3ccccc3CCc3ccccc32)C1, [H-], [H-], [H-], [H-], [Li+], C1CCOC1, O. The product is CCN1CCOC(CN2c3ccccc3CCc3ccccc32)C1. Reaction SMILES: [Al+3:2].[C:7]([CH3:8])(=[O:9])[N:10]1[CH2:11][CH:12]([CH2:16][N:17]2[c:18]3[c:19]([cH:28][cH:29][cH:30][cH:31]3)[CH2:20][CH2:21][c:22]3[c:23]2[cH:24][cH:25][cH:26][cH:27]3)[O:13][CH2:14][CH2:15]1.[H-:1].[H-:4].[H-:5].[H-:6].[Li+:3].[O:33]1[CH2:34][CH2:35][CH2:36][CH2:37]1.[OH2:32]>>[CH2:7]([CH3:8])[N:10]1[CH2:11][CH:12]([CH2:16][N:17]2[c:18]3[c:19]([cH:28][cH:29][cH:30][cH:31]3)[CH2:20][CH2:21][c:22]3[c:23]2[cH:24][cH:25][cH:26][cH:27]3)[O:13][CH2:14][CH2:15]1. Starting materials: CC(C)(C)C(=O)Oc1cccc2ccccc12 (substrate), Cc1ccc(B(O)O)cc1 (effective_coupling_partner). The reagents and catalysts are PCy3. Run at temperature 80 celsius, time 24 hour. Product: Cc3ccc(c1cccc2ccccc12)cc3. Reactants: CCOC(=O)C (EtOAc), O (water), [Na].COC(=N)C1=NC=CC(=C1)C1=NC(=C(C(=N1)NS(=O)(=O)C1=NC=C(C=C1)C(C)C)OC1=C(C=CC=C1)OC)OC (4-[4-(5-isopropyl-pyridine-2-sulfonylamino)-6-methoxy-5-(2-methoxy-phenoxy)-pyrimidin-2-yl]-pyridine-2-carboximidic acid methyl ester sodium salt), product, Cl (HCl). Solvent: CO (methanol). Yields the product COC(=O)C1=NC=CC(=C1)C1=NC(=C(C(=N1)NS(=O)(=O)C1=NC=C(C=C1)C(C)C)OC1=C(C=CC=C1)OC)OC (4-[4-(5-isopropyl-pyridine-2-sulfonylamino)-6-methoxy-5-(2-methoxy-phenoxy)-pyrimidin-2-yl]-pyridine-2-carboxylic acid methyl ester). As a reaction SMILES: [Na].[CH3:2][O:3][C:4]([C:6]1[CH:11]=[C:10]([C:12]2[N:17]=[C:16]([NH:18][S:19]([C:22]3[CH:27]=[CH:26][C:25]([CH:28]([CH3:30])[CH3:29])=[CH:24][N:23]=3)(=[O:21])=[O:20])[C:15]([O:31][C:32]3[CH:37]=[CH:36][CH:35]=[CH:34][C:33]=3[O:38][CH3:39])=[C:14]([O:40][CH3:41])[N:13]=2)[CH:9]=[CH:8][N:7]=1)=N.Cl.CC[O:45]C(C)=O.O>CO>[CH3:2][O:3][C:4]([C:6]1[CH:11]=[C:10]([C:12]2[N:17]=[C:16]([NH:18][S:19]([C:22]3[CH:27]=[CH:26][C:25]([CH:28]([CH3:30])[CH3:29])=[CH:24][N:23]=3)(=[O:20])=[O:21])[C:15]([O:31][C:32]3[CH:37]=[CH:36][CH:35]=[CH:34][C:33]=3[O:38][CH3:39])=[C:14]([O:40][CH3:41])[N:13]=2)[CH:9]=[CH:8][N:7]=1)=[O:45] |f:0.1,^1:0|. Procedure: To 0.586 g of 4-[4-(5-isopropyl-pyridine-2-sulfonylamino)-6-methoxy-5-(2-methoxy-phenoxy)-pyrimidin-2-yl]-pyridine-2-carboximidic acid methyl ester sodium salt, product of example 41 c), in methanol (10 ml) were added 6 N HCl (3 ml) and the mixture was refluxed for 1 h until the reaction was complete according to TLC analysis (eluent: CH2CL2/EtOAc: 4/1). The mixture was poured into water and the product extracted into EtOAc. The organic layer was washed with water, dried over Na2SO4 and the solv... Reactants: [Na+].FC1=CC(=C(C=C1C)NCC(=O)[O-])[N+](=O)[O-] (N-(4-fluoro-5-methyl-2-nitrophenyl)glycine sodium salt), O.O.[Sn](Cl)Cl (tin (II) chloride dihydrate). The solvent is C(C)O (ethanol). The product is FC1=C(C=C2NCC(NC2=C1)=O)C (7-Fluoro-3,4-dihydro-6-methylquinoxaline-2(1H)-one). Isolated yield 32.4%. Reaction SMILES: [Na+].[F:2][C:3]1[C:8]([CH3:9])=[CH:7][C:6]([NH:10][CH2:11][C:12]([O-])=[O:13])=[C:5]([N+:15]([O-])=O)[CH:4]=1.O.O.[Sn](Cl)Cl>C(O)C>[F:2][C:3]1[CH:4]=[C:5]2[C:6]([NH:10][CH2:11][C:12](=[O:13])[NH:15]2)=[CH:7][C:8]=1[CH3:9] |f:0.1,2.3.4|. Reported procedure: A mixture of N-(4-fluoro-5-methyl-2-nitrophenyl)glycine sodium salt (0.125 g, 0.548 mmol) and tin (II) chloride dihydrate (0.370 g, 1.64 mmol, Aldrich, used as received) in ethanol (3.0 mL) was refluxed for 30 min. It was then cooled to room temperature and the solvent was removed under vacuum. The residue was diluted with water (4.0 mL) and basified with saturated NaHCO3 to pH~8. The resulting suspension was extracted with ethyl acetate (30 mL). The extract was dried over Na2SO4 and evaporated ... The reactants are [H-].[Na+] (sodium hydride), ClC1=C(C(=O)C(C(=O)OCC)=CNC2=C(C=C(C=C2)F)F)C=C(C(=C1)F)F (ethyl 2-(2-chloro-4,5-difluorobenzoyl)-3-(2,4-difluorophenylamino)acrylate), O (water). Solvent: O1CCCC1 (tetrahydrofuran). Conditions: time 30 minute. Yields the product FC1=C(C=CC(=C1)F)N1C=C(C(C2=CC(=C(C=C12)F)F)=O)C(=O)OCC (ethyl 1-(2,4-difluorophenyl)-6,7-difluoro-1,4-dihydro-4-oxoquinoline-3-carboxylate). Isolated yield 82.9%. RXN SMILES: Cl[C:2]1[CH:25]=[C:24]([F:26])[C:23]([F:27])=[CH:22][C:3]=1[C:4]([C:6](=[CH:12][NH:13][C:14]1[CH:19]=[CH:18][C:17]([F:20])=[CH:16][C:15]=1[F:21])[C:7]([O:9][CH2:10][CH3:11])=[O:8])=[O:5].[H-].[Na+].O>O1CCCC1>[F:21][C:15]1[CH:16]=[C:17]([F:20])[CH:18]=[CH:19][C:14]=1[N:13]1[C:2]2[C:3](=[CH:22][C:23]([F:27])=[C:24]([F:26])[CH:25]=2)[C:4](=[O:5])[C:6]([C:7]([O:9][CH2:10][CH3:11])=[O:8])=[CH:12]1 |f:1.2|. Procedure: The solution of 3.0 g of ethyl 2-(2-chloro-4,5-difluorobenzoyl)-3-(2,4-difluorophenylamino)acrylate in 30 ml of anhydrous tetrahydrofuran was cooled to 10° C. 0.3 g (1.02 eq.) of 60% sodium hydride was added to the reaction mixture, which was refluxed for 4.5 hours. The reaction mixture was cooled to 5˜10° C. 54.6 ml of water was added to the reaction mixture, which was then stirred for 30 minutes. The organic layer was filtered under a reduced pressure and washed with a mixed solution of n-hexa... Starting materials: OC1=C(C=CC=C1)C1=CC=CC=C1 (2-hydroxybiphenyl), C(C)(=O)OC(C)=O (acetic anhydride), S(O)(O)(=O)=O (sulfuric acid). The solvent is O (water). Product: C(C)(=O)OC1=C(C=CC=C1)C1=CC=CC=C1 (o-acetoxybiphenyl). The yield is 97.0%. As a reaction SMILES: [OH:1][C:2]1[CH:7]=[CH:6][CH:5]=[CH:4][C:3]=1[C:8]1[CH:13]=[CH:12][CH:11]=[CH:10][CH:9]=1.S(=O)(=O)(O)O.[C:19](OC(=O)C)(=[O:21])[CH3:20]>O>[C:19]([O:1][C:2]1[CH:7]=[CH:6][CH:5]=[CH:4][C:3]=1[C:8]1[CH:9]=[CH:10][CH:11]=[CH:12][CH:13]=1)(=[O:21])[CH3:20]. Procedure details: 2-Acetoxybiphenyl [compound (41)] was obtained by dissolving 59 g of 2-hydroxybiphenyl in 40 ml of acetic anhydride, adding a small amount of concentrated sulfuric acid, heating them under reflux for 20 min, pouring the reaction mixture in water, filtering the formed crystals and recrystallizing the same from methanol to obtain the compound (41) in a yield of 97%. M.P. 63°-64° C. Starting materials: c1ccc(COc2cccc(CCNC3CCCCC3)c2)cc1, CCO, [H][H]. Yields the product Oc1cccc(CCNC2CCCCC2)c1. RXN SMILES: [CH2:1]([c:2]1[cH:3][cH:4][cH:5][cH:6][cH:7]1)[O:8][c:9]1[cH:10][c:11]([CH2:15][CH2:16][NH:17][CH:18]2[CH2:19][CH2:20][CH2:21][CH2:22][CH2:23]2)[cH:12][cH:13][cH:14]1.[CH3:26][CH2:27][OH:28].[H:24][H:25]>>[OH:8][c:9]1[cH:10][c:11]([CH2:15][CH2:16][NH:17][CH:18]2[CH2:19][CH2:20][CH2:21][CH2:22][CH2:23]2)[cH:12][cH:13][cH:14]1.